This data is from the Open Reaction Database (ORD), a public repository of structured organic reaction records. The task is: describe an organic reaction: reactants, conditions, products, and yield The reactants are CN(C=O)C (N,N-dimethylformamide), [N+](=O)([O-])C1=C(C=CC=C1)CC(C(=O)O)=O (2-nitro -α-oxobenzenepropanoic acid), S(=O)(Cl)Cl (thionyl chloride). Product: OC(C(=O)O)CC1=C(C=CC=C1)[N+](=O)[O-] ((+)-α-hydroxy-2-nitrobenzenepropanoic acid). Isolated yield 95.0%. Reaction SMILES: CN(C)C=O.S(Cl)(Cl)=O.[N+:10]([C:13]1[CH:18]=[CH:17][CH:16]=[CH:15][C:14]=1[CH2:19][C:20](=[O:24])[C:21]([OH:23])=[O:22])([O-:12])=[O:11]>>[OH:24][CH:20]([CH2:19][C:14]1[CH:15]=[CH:16][CH:17]=[CH:18][C:13]=1[N+:10]([O-:12])=[O:11])[C:21]([OH:23])=[O:22]. Procedure details: To magnetically stirred N,N-dimethylformamide (23 ml., 297.3 mmol) cooled in ice was slowly added dropwise thionyl chloride (139 ml., ca. 1.91 mol). A solution of (+)-α-hydroxy-2-nitrobenzenepropanoic acid [11.60 g., 54.9 mmol, [α]D25 +49.94° (c 2.465, 95% EtOH)], obtained from the chiral reduction of 2-nitro -α-oxobenzenepropanoic acid described in Example 1, in dichloromethane (133 ml.) was then added dropwise to the cold Vilsmeier reagent. The ice bath was removed and the solution, protected ... Starting materials: O=C([O-])[O-], BrCc1ccccc1, CC(=O)O, CS(C)=O, Clc1nc(Cl)c2[nH]cnc2n1, [K+], [K+]. Product: Clc1nc(Cl)c2ncn(Cc3ccccc3)c2n1. Reaction SMILES: [C:1](=[O:2])([O-:3])[O-:4].[CH2:18]([c:19]1[cH:20][cH:21][cH:22][cH:23][cH:24]1)[Br:25].[CH3:26][C:27](=[O:28])[OH:29].[CH3:30][S:31]([CH3:32])=[O:33].[Cl:7][c:8]1[n:9][c:10]([Cl:17])[c:11]2[nH:12][cH:13][n:14][c:15]2[n:16]1.[K+:5].[K+:6]>>[Cl:7][c:8]1[n:9][c:10]([Cl:17])[c:11]2[n:12][cH:13][n:14]([CH2:18][c:19]3[cH:20][cH:21][cH:22][cH:23][cH:24]3)[c:15]2[n:16]1. The reactants are C(=O)(OCC)CN1C(=NC2=NC3=CC(=C(C=C3C=C2C1=O)OC)OC)C(=O)OCC (ethyl 3-carbethoxymethyl-7,8-dimethoxypyrimido[4,5-b]quinolin-4(3H)-one-2-carboxylate), N1=C(C=CC=C1)OCCN (2-(2-pyridyloxy)ethylamine). Solvent: C(Cl)(Cl)Cl (chloroform). Product: N1=C(C=CC=C1)OCCNC(=O)C=1N(C(C=2C(=NC3=CC(=C(C=C3C2)OC)OC)N1)=O)CC(=O)OCC (N-[2-(2-Pyridyloxy)ethyl]3-Carbethoxymethyl-7,8-dimethoxypyrimido[4,5-b]quinolin-4(3H)-one-2-carboxamide). As a reaction SMILES: [C:1]([CH2:6][N:7]1[C:20](=[O:21])[C:19]2[C:10](=[N:11][C:12]3[C:17]([CH:18]=2)=[CH:16][C:15]([O:22][CH3:23])=[C:14]([O:24][CH3:25])[CH:13]=3)[N:9]=[C:8]1[C:26](OCC)=[O:27])([O:3][CH2:4][CH3:5])=[O:2].[N:31]1[CH:36]=[CH:35][CH:34]=[CH:33][C:32]=1[O:37][CH2:38][CH2:39][NH2:40]>C(Cl)(Cl)Cl>[N:31]1[CH:36]=[CH:35][CH:34]=[CH:33][C:32]=1[O:37][CH2:38][CH2:39][NH:40][C:26]([C:8]1[N:7]([CH2:6][C:1]([O:3][CH2:4][CH3:5])=[O:2])[C:20](=[O:21])[C:19]2[C:10]([N:9]=1)=[N:11][C:12]1[C:17]([CH:18]=2)=[CH:16][C:15]([O:22][CH3:23])=[C:14]([O:24][CH3:25])[CH:13]=1)=[O:27]. Reported procedure: A solution of ethyl 3-carbethoxymethyl-7,8-dimethoxypyrimido[4,5-b]quinolin-4(3H)-one-2-carboxylate (0.415 g., 1mM) and 2-(2-pyridyloxy)ethylamine (0.276 g., 2 mM) in chloroform (10 ml.) is refluxed for 24 hours. It is then cooled to room temperature and concentrated in vacuo. The residue, an oil, is crystallized by addition of ether until precipitation is complete. Yield = 0.41 g. (81%) of product; m.p. 170°-180° C. The reactants are Oc1ccc(OC(F)(F)F)cc1, O=C(O)c1cc2cc(C(F)(F)F)ccc2o1. Yields the product O=C(O)c1cc2cc(OC(F)(F)F)ccc2o1. RXN SMILES: [F:17][C:18]([O:19][c:20]1[cH:21][cH:22][c:23]([OH:24])[cH:25][cH:26]1)([F:27])[F:28].[F:1][C:2]([c:3]1[cH:4][cH:5][c:6]2[c:7]([cH:8][c:9]([C:11](=[O:12])[OH:13])[o:10]2)[cH:14]1)([F:15])[F:16]>>[c:3]1([O:19][C:18]([F:17])([F:27])[F:28])[cH:4][cH:5][c:6]2[c:7]([cH:8][c:9]([C:11](=[O:12])[OH:13])[o:10]2)[cH:14]1. Reactants: CC(=O)OC(C)=O, CCO, Nc1ccc(I)cc1F, c1ccncc1. RXN SMILES: [CH3:10][C:11](=[O:12])[O:13][C:14](=[O:15])[CH3:16].[CH3:17][CH2:18][OH:19].[F:1][c:2]1[c:3]([NH2:9])[cH:4][cH:5][c:6]([I:8])[cH:7]1.[cH:20]1[cH:21][cH:22][n:23][cH:24][cH:25]1>>[F:1][c:2]1[c:3]([NH:9][C:11]([CH3:10])=[O:12])[cH:4][cH:5][c:6]([I:8])[cH:7]1. The product is CC(=O)Nc1ccc(I)cc1F.